The task is: describe an organic reaction: reactants, conditions, products, and yield. This data is from the Open Reaction Database (ORD), a public repository of structured organic reaction records. Reactants: BrC1=CC(=C(C=C1)F)[N+](=O)[O-] (4-bromo-1-fluoro-2-nitrobenzene), O=C1[N-]C(C2=CC=CC=C12)=O.[K+] (potassium 1,3-dioxoisoindolin-2-ide), CN1CCCC1=O (NMP). The solvent is O (water). Reaction conditions: temperature 200 celsius. Yields the product BrC1=CC(=C(C=C1)N1C(C2=CC=CC=C2C1=O)=O)[N+](=O)[O-] (2-(4-bromo-2-nitrophenyl)isoindoline-1,3-dione). The yield is 91.5%. Reaction SMILES: [Br:1][C:2]1[CH:7]=[CH:6][C:5](F)=[C:4]([N+:9]([O-:11])=[O:10])[CH:3]=1.[O:12]=[C:13]1[C:21]2[C:16](=[CH:17][CH:18]=[CH:19][CH:20]=2)[C:15](=[O:22])[N-:14]1.[K+].CN1C(=O)CCC1>O>[Br:1][C:2]1[CH:7]=[CH:6][C:5]([N:14]2[C:15](=[O:22])[C:16]3[C:21](=[CH:20][CH:19]=[CH:18][CH:17]=3)[C:13]2=[O:12])=[C:4]([N+:9]([O-:11])=[O:10])[CH:3]=1 |f:1.2|. Reported procedure: 4-bromo-1-fluoro-2-nitrobenzene (2.0 g, 9.1 mmol) and potassium 1,3-dioxoisoindolin-2-ide (2.0 g, 10.9 mmol) were placed in microwave vial (0.5-2 ml) and NMP (12.0 ml) was added. The reaction mixture was heated at 200° C. using microwave (Biotage, Initiator) for 1 min. After cooling to rt, the reaction mixture was added dropwise to stirring water which resulted in formation of precipitate. The solid was collected, washed with water and dried under stream of nitrogen to afford the title compound ... Reactants: [C+4], CO, COC1CN(C(=O)OC(C)(C)C)CCC1CN=[N+]=[N-], [OH-], [OH-], [OH-], [OH-], [OH-], [OH-], [Pd+2]. Product: COC1CN(C(=O)OC(C)(C)C)CCC1CN. As a reaction SMILES: [C+4:23].[CH3:20][OH:21].[N:1](=[N+:2]=[N-:3])[CH2:4][CH:5]1[CH:6]([O:18][CH3:19])[CH2:7][N:8]([C:11](=[O:12])[O:13][C:14]([CH3:15])([CH3:16])[CH3:17])[CH2:9][CH2:10]1.[OH-:22].[OH-:25].[OH-:26].[OH-:27].[OH-:28].[OH-:29].[Pd+2:24]>>[NH2:1][CH2:4][CH:5]1[CH:6]([O:18][CH3:19])[CH2:7][N:8]([C:11](=[O:12])[O:13][C:14]([CH3:15])([CH3:16])[CH3:17])[CH2:9][CH2:10]1. Starting materials: COCCOC, CCC(C)CC=O, CCCCCC, CCOC, CCOC(=O)CP(=O)(OCC)OCC, [H-], [Na+]. Yields the product CCOC(=O)C=CCC(C)CC. Reaction SMILES: [CH2:30]([CH2:31][O:32][CH3:33])[O:34][CH3:35].[CH3:17][CH:18]([CH2:19][CH:20]=[O:21])[CH2:22][CH3:23].[CH3:24][CH2:25][CH2:26][CH2:27][CH2:28][CH3:29].[CH3:36][CH2:37][O:38][CH3:39].[CH3:3][CH2:4][O:5][C:6](=[O:7])[CH2:8][P:9]([O:10][CH2:11][CH3:12])([O:13][CH2:14][CH3:15])=[O:16].[H-:1].[Na+:2]>>[CH3:3][CH2:4][O:5][C:6](=[O:7])[CH:8]=[CH:20][CH2:19][CH:18]([CH3:17])[CH2:22][CH3:23].